Task: describe an organic reaction: reactants, conditions, products, and yield. Dataset: the Open Reaction Database (ORD), a public repository of structured organic reaction records The reactants are S1C(=NC2=C1C=CC=C2)SCC(=O)N2CCCC1=CC=CC=C21 (2-(Benzo[d]thiazol-2-ylthio)-1-(3,4-dihydroquinolin-1(2H)-yl)ethanone), C1=CC(=CC(=C1)Cl)C(=O)OO (mCPBA). The solvent is C(Cl)Cl (DCM), C(Cl)Cl (DCM), C(Cl)Cl (DCM). Conditions: time 1 hour. Product: S1C(=NC2=C1C=CC=C2)S(=O)CC(=O)N2CCCC1=CC=CC=C21 (2-(Benzo[d]thiazol-2-ylsulfinyl)-1-(3,4-dihydroquinolin-1(2H)-yl)ethanone). Yield: 93.9%. RXN SMILES: [S:1]1[C:5]2[CH:6]=[CH:7][CH:8]=[CH:9][C:4]=2[N:3]=[C:2]1[S:10][CH2:11][C:12]([N:14]1[C:23]2[C:18](=[CH:19][CH:20]=[CH:21][CH:22]=2)[CH2:17][CH2:16][CH2:15]1)=[O:13].C1C=C(Cl)C=C(C(OO)=[O:32])C=1>C(Cl)Cl>[S:1]1[C:5]2[CH:6]=[CH:7][CH:8]=[CH:9][C:4]=2[N:3]=[C:2]1[S:10]([CH2:11][C:12]([N:14]1[C:23]2[C:18](=[CH:19][CH:20]=[CH:21][CH:22]=2)[CH2:17][CH2:16][CH2:15]1)=[O:13])=[O:32]. Reported procedure: To a solution of compound 64 (167 mg, 0.49 mmol) in DCM (4 mL) cooled in a salt-ice bath was added a solution of mCPBA (77%, 110 mg, 0.49 mmol) in DCM (4 mL) drop wise. The reaction mixture was stirred for 1 hr. After diluting with DCM (30 mL), the solution washed with Na2S2O3, NaHCO3, dried over Na2SO4 and concentrated in vacuum. The crude material was purified by flash chromatography on silica gel eluting with EtOAc/hexanes (20˜50%) to give compound 65 as a white solid (164 mg, 94%). MS (APCI)... Reactants: FC(C1=C(C=CC=C1)P(C1=CC=CC=C1)C1=CC=CC=C1)(F)F (o-trifluoromethylphenyldiphenylphosphine), CO (methanol), O1CCOCC1 (p-dioxane). The reagents and catalysts are [Pd](Cl)Cl (palladium chloride). Conditions: temperature 120 celsius, time 3 hour. Product: C(C(C)C)(=O)OC (methyl isobutyrate), C(CCC)(=O)OC (methyl n-butyrate). As a reaction SMILES: F[C:2](F)(F)[C:3]1[CH:8]=CC=C[C:4]=1P([C:16]1[CH:21]=CC=CC=1)C1C=CC=CC=1.C[OH:25].[O:26]1[CH2:31][CH2:30][O:29][CH2:28][CH2:27]1>[Pd](Cl)Cl>[C:4]([O:26][CH3:27])(=[O:25])[CH:3]([CH3:8])[CH3:2].[C:30]([O:29][CH3:28])(=[O:25])[CH2:31][CH2:21][CH3:16]. Reported procedure: The autoclave was charged with 0.3 gms of palladium chloride, 5 gms o-trifluoromethylphenyldiphenylphosphine, 10 mls of methanol and 50 ml of p-dioxane. After flushing with nitrogen, the autoclave was pressurized with carbon monoxide to 800 psig and heated to 120 degrees C. with stirring. 10 gms of liquid propylene was added and the reaction continued at 120° C. and 100 psig for 3 hours. The autoclave was then cooled and the reaction fluid analyzed by gas chromatography. A methyl isobutyrate:met... The reactants are N#CC(O)c1cccc(Oc2ccccc2)c1, ClCCl, COC(=O)C=CC1C(C(=O)O)C1(C)C, c1ccncc1. Yields the product COC(=O)C=CC1C(C(=O)OC(C#N)c2cccc(Oc3ccccc3)c2)C1(C)C. As a reaction SMILES: [C:21](#[N:22])[CH:23]([c:24]1[cH:25][c:26]([O:30][c:31]2[cH:32][cH:33][cH:34][cH:35][cH:36]2)[cH:27][cH:28][cH:29]1)[OH:37].[CH2:38]([Cl:39])[Cl:40].[CH3:1][C:2]1([CH3:14])[CH:3]([C:11](=[O:12])[OH:13])[CH:4]1[CH:5]=[CH:6][C:7](=[O:8])[O:9][CH3:10].[cH:15]1[cH:16][cH:17][n:18][cH:19][cH:20]1>>[CH3:1][C:2]1([CH3:14])[CH:3]([C:11](=[O:12])[O:13][CH:23]([C:21]#[N:22])[c:24]2[cH:25][c:26]([O:30][c:31]3[cH:32][cH:33][cH:34][cH:35][cH:36]3)[cH:27][cH:28][cH:29]2)[CH:4]1[CH:5]=[CH:6][C:7](=[O:8])[O:9][CH3:10]. Reaction SMILES: [Br:1][C:2]1[S:3][CH:4]=[CH:5][C:6]=1[CH:7]1[CH2:16][C:15]2[N:14]=[CH:13][CH:12]=[C:11]([CH3:17])[C:10]=2[C:9](=O)[CH2:8]1.C1(C)C=CC(S(O)(=O)=O)=CC=1.[NH2:30][NH:31][C:32]([NH:34][OH:35])=[NH:33].[ClH:36]>C(O)C>[ClH:36].[Br:1][C:2]1[S:3][CH:4]=[CH:5][C:6]=1[CH:7]1[CH2:16][C:15]2[N:14]=[CH:13][CH:12]=[C:11]([CH3:17])[C:10]=2[C:9](=[N:30][NH:31][C:32](=[NH:33])[NH:34][OH:35])[CH2:8]1 |f:1.2,5.6|. Procedure: To a mixture of 7-(2-bromothiophen-3-yl)-4-methyl-5,6,7,8-tetrahydroquinolin-5-one (0.245 g) and 1-amino-3-hydroxyguanidine p-toluenesulfonate (262 mg) were added ethanol (3 ml) and concentrated hydrochloric acid (0.1 ml), and the mixture was stirred at 90° C. for 2 hours. Under reduced pressure, the solvent was evaporated, and to the residue was added 0.2N sodium hydroxide solution (20 ml). The mixture was extracted with a mixture of ethyl acetate (20 ml) and tetrahydrofuran (20 ml). The organi... Yields the product Cl.BrC=1SC=CC1C1CC(C=2C(=CC=NC2C1)C)=NNC(NO)=N (7-(2-bromothiophen-3-yl)-5-(1-hydroxyguanidin-3-yl)imino-4-methyl-5,6,7,8-tetrahydroquinoline hydrochloride). Starting materials: Cl (hydrochloric acid), BrC=1SC=CC1C1CC(C=2C(=CC=NC2C1)C)=O (7-(2-bromothiophen-3-yl)-4-methyl-5,6,7,8-tetrahydroquinolin-5-one), C1(=CC=C(C=C1)S(=O)(=O)O)C.NNC(=N)NO (1-amino-3-hydroxyguanidine p-toluenesulfonate). Run at temperature 90 celsius, time 2 hour. Solvent: C(C)O (ethanol).